This data is from the Open Reaction Database (ORD), a public repository of structured organic reaction records. The task is: describe an organic reaction: reactants, conditions, products, and yield Reactants: CC=1C=C(C=CC1)C(CC)=O (3′-Methylpropiophenone), BrN1C(CCC1=O)=O (N-bromosuccinimide), C(C1=CC=CC=C1)(=O)OOC(C1=CC=CC=C1)=O (benzoyl peroxide). Solvent: C(Cl)(Cl)(Cl)Cl (carbon tetrachloride). Product: BrCC=1C=C(C=CC1)C(CC)=O (3′-Bromomethylpropiophenone). Yield: 95.2%. RXN SMILES: [CH3:1][C:2]1[CH:3]=[C:4]([C:8](=[O:11])[CH2:9][CH3:10])[CH:5]=[CH:6][CH:7]=1.[Br:12]N1C(=O)CCC1=O.C(OOC(=O)C1C=CC=CC=1)(=O)C1C=CC=CC=1>C(Cl)(Cl)(Cl)Cl>[Br:12][CH2:1][C:2]1[CH:3]=[C:4]([C:8](=[O:11])[CH2:9][CH3:10])[CH:5]=[CH:6][CH:7]=1. Procedure details: 3′-Methylpropiophenone (2.38 g; 16.1 mmol), N-bromosuccinimide (2.78 g; 16.1 mmol), and benzoyl peroxide (0.20 g) were added to carbon tetrachloride (60 ml), and the mixture was heated under reflux for 3 hours. The mixture was brought to room temperature, and insoluble matter was filtered off. The solvent was concentrated under reduced pressure, and the residue was purified by silica gel column chromatography (n-hexane:ethyl acetate=20:1), to thereby yield 3.48 g of the target compound as pale y... Reactants: Cl[Sn](Cl)(Cl)Cl (SnCl4), CC1=CC=C(C=C1)OC (4-methylanisol), Cl (HCl), O (H2O). Run in C(Cl)Cl (CH2Cl2). Product: COC1=C(C(=O)C2=CC=CC=C2)C=C(C=C1)C (2-methoxy-5-methylbenzophenone). Isolated yield 78.0%. RXN SMILES: Cl[Sn](Cl)(Cl)Cl.[CH3:6][C:7]1[CH:12]=[CH:11][C:10]([O:13][CH3:14])=[CH:9][CH:8]=1.Cl.[OH2:16]>C(Cl)Cl>[CH3:14][O:13][C:10]1[CH:11]=[CH:12][C:7]([CH3:6])=[CH:8][C:9]=1[C:6]([C:7]1[CH:12]=[CH:11][CH:10]=[CH:9][CH:8]=1)=[O:16]. Procedure: SnCl4 (47.5 ml, 0.41 mol) was added dropwise to a mixture of 4-methylanisol (100 g, 0.82 mol) and benzoyl (95.15 ml, 0.82 mol) in 500 ml of CH2Cl2 at 0° C. Once the addition is complete, it was allowed to react for 3-4 hours, allowing the mixture to reach room temperature. Once the reaction concluded, the mixture was cooled at 0° C., hydrolyzed with a mixture of concentrated HCl (41 ml) in H2O (376 ml), washed with 2×50 ml of NaOH (10%), dried and evaporated to give 140 g (78%) of the title comp...